From a dataset of the Open Reaction Database (ORD), a public repository of structured organic reaction records. describe an organic reaction: reactants, conditions, products, and yield The reactants are [OH-].[Na+] (sodium hydroxide), Cl.ClC=1C=C(C#N)C=CC1C1=NN=C(N1C)C(C)(OC1=C(C=C(C=C1F)F)F)C (3-chloro-4-{4-methyl-5-[1-methyl-1-(2,4,6-trifluorophenoxy)ethyl]-4H-1,2,4-triazol-3-yl}benzonitrile monohydrochloride), C(CO)O (ethyleneglycol). Solvent: O (water). Conditions: temperature 130 celsius, time 1 hour. Product: ClC=1C=C(C(=O)O)C=CC1C1=NN=C(N1C)C(C)(OC1=C(C=C(C=C1F)F)F)C (3-chloro-4-{4-methyl-5-[1-methyl-1-(2,4,6-trifluorophenoxy)ethyl]-4H-1,2,4-triazol-3-yl}benzoic acid). As a reaction SMILES: [OH-:1].[Na+].[ClH:3].Cl[C:5]1[CH:6]=[C:7]([CH:10]=[CH:11][C:12]=1[C:13]1[N:17]([CH3:18])[C:16]([C:19]([CH3:31])([O:21][C:22]2[C:27]([F:28])=[CH:26][C:25]([F:29])=[CH:24][C:23]=2[F:30])[CH3:20])=[N:15][N:14]=1)[C:8]#N.C(O)C[OH:34]>O>[Cl:3][C:5]1[CH:6]=[C:7]([CH:10]=[CH:11][C:12]=1[C:13]1[N:17]([CH3:18])[C:16]([C:19]([CH3:31])([O:21][C:22]2[C:27]([F:28])=[CH:26][C:25]([F:29])=[CH:24][C:23]=2[F:30])[CH3:20])=[N:15][N:14]=1)[C:8]([OH:34])=[O:1] |f:0.1,2.3|. Procedure details: A 5M aqueous sodium hydroxide solution (3.5 ml) was added to a mixture of 3-chloro-4-{4-methyl-5-[1-methyl-1-(2,4,6-trifluorophenoxy)ethyl]-4H-1,2,4-triazol-3-yl}benzonitrile monohydrochloride (760 mg) and ethyleneglycol (10 ml), followed by stirring at 130° C. for one hour. The reaction solution was cooled to room temperature and water was added thereto, followed by washing with ethyl acetate. 1M hydrochloric acid was added to the organic layer, followed by extraction with a mixed solvent of ch... Reactants: ClCCl, [Na+], O=C([O-])O, O=C(OO)c1cccc(Cl)c1, c1ccc(-c2ccccn2)cc1. Yields the product [O-][n+]1ccccc1-c1ccccc1. RXN SMILES: [Cl:29][CH2:30][Cl:31].[Na+:28].[O-:24][C:25]([OH:26])=[O:27].[OH:1][O:2][C:3]([c:4]1[cH:5][c:6]([Cl:7])[cH:8][cH:9][cH:10]1)=[O:11].[c:12]1(-[c:18]2[n:19][cH:20][cH:21][cH:22][cH:23]2)[cH:13][cH:14][cH:15][cH:16][cH:17]1>>[O-:1][n+:19]1[c:18](-[c:12]2[cH:13][cH:14][cH:15][cH:16][cH:17]2)[cH:23][cH:22][cH:21][cH:20]1. The reactants are FC=1C=NC=2N(C1)N=CC2C(=O)OCC (ethyl 6-fluoropyrazolo[1,5-a]pyrimidine-3-carboxylate), [OH-].[Li+] (lithium hydroxide). The solvent is O (water), CO (MeOH), C1CCOC1 (THF). The product is FC=1C=NC=2N(C1)N=CC2C(=O)[O-].[Li+] (Lithium 6-fluoropyrazolo[1,5-a]pyrimidine-3-carboxylate). Isolated yield 108.4%. As a reaction SMILES: [F:1][C:2]1[CH:3]=[N:4][C:5]2[N:6]([N:8]=[CH:9][C:10]=2[C:11]([O:13]CC)=[O:12])[CH:7]=1.[OH-].[Li+:17]>O.CO.C1COCC1>[F:1][C:2]1[CH:3]=[N:4][C:5]2[N:6]([N:8]=[CH:9][C:10]=2[C:11]([O-:13])=[O:12])[CH:7]=1.[Li+:17] |f:1.2,6.7|. Reported procedure: A suspension of ethyl 6-fluoropyrazolo[1,5-a]pyrimidine-3-carboxylate (512 mg, 2.45 mmol) and lithium hydroxide (61.5 mg, 2.57 mmol) in water (1 ml), MeOH (1 ml) and THF (1 ml) was irradiated to 100° C. for 10 min in the microwave. The reaction mixture was concentrated under vacuum, azeotroping with toluene (10 ml) to leave the title compound as a yellow powder (497 mg). This crude material was used directly in the subsequent reactions. The reactants are Brc1ccc2cccc(Br)c2n1, COc1c(B(O)O)cc(C(C)(C)C)cc1C(C)(C)C, COCCOC, [K+], [K+], O=C([O-])[O-], CC(=O)[O-], CC(=O)[O-], O, [Pd+2]. Product: COc1c(-c2ccc3cccc(Br)c3n2)cc(C(C)(C)C)cc1C(C)(C)C. Reaction SMILES: [Br:1][c:2]1[n:3][c:4]2[c:5]([Br:12])[cH:6][cH:7][cH:8][c:9]2[cH:10][cH:11]1.[C:13]([CH3:14])([CH3:15])([CH3:16])[c:17]1[c:18]([O:30][CH3:31])[c:19]([B:27]([OH:28])[OH:29])[cH:20][c:21]([C:23]([CH3:24])([CH3:25])[CH3:26])[cH:22]1.[CH2:38]([CH2:39][O:40][CH3:41])[O:42][CH3:43].[K+:32].[K+:33].[O-:34][C:35]([O-:36])=[O:37].[O-:45][C:46]([CH3:47])=[O:48].[O-:49][C:50]([CH3:51])=[O:52].[OH2:53].[Pd+2:44]>>[c:2]1(-[c:19]2[c:18]([O:30][CH3:31])[c:17]([C:13]([CH3:14])([CH3:15])[CH3:16])[cH:22][c:21]([C:23]([CH3:24])([CH3:25])[CH3:26])[cH:20]2)[n:3][c:4]2[c:5]([Br:12])[cH:6][cH:7][cH:8][c:9]2[cH:10][cH:11]1. Reactants: CCC(=O)O, CN(C)C=O, CCc1nc2cc(CCl)c(Cl)cc2n1-c1ccc(CCO[Si](C)(C)C(C)(C)C)cc1, [Na+], O=C([O-])O, O. Yields the product CCC(=O)OCc1cc2nc(CC)n(-c3ccc(CCO[Si](C)(C)C(C)(C)C)cc3)c2cc1Cl. RXN SMILES: [CH3:31][CH2:32][C:33]([OH:34])=[O:35].[CH3:42][N:43]([CH3:44])[CH:45]=[O:46].[Cl:1][c:2]1[c:3]([CH2:29][Cl:30])[cH:4][c:5]2[c:6]([n:7](-[c:12]3[cH:13][cH:14][c:15]([CH2:18][CH2:19][O:20][Si:21]([CH3:22])([CH3:23])[C:24]([CH3:25])([CH3:26])[CH3:27])[cH:16][cH:17]3)[c:8]([CH2:10][CH3:11])[n:9]2)[cH:28]1.[Na+:40].[O-:36][C:37]([OH:38])=[O:39].[OH2:41]>>[Cl:1][c:2]1[c:3]([CH2:29][O:35][C:33]([CH2:32][CH3:31])=[O:34])[cH:4][c:5]2[c:6]([n:7](-[c:12]3[cH:13][cH:14][c:15]([CH2:18][CH2:19][O:20][Si:21]([CH3:22])([CH3:23])[C:24]([CH3:25])([CH3:26])[CH3:27])[cH:16][cH:17]3)[c:8]([CH2:10][CH3:11])[n:9]2)[cH:28]1. Reactants: CC1(CC=C(CC1)C=1C(=NN(C1C(C(=O)OC)O)C)C1=CC=CC=C1)C (methyl 2-[4-(4,4-dimethylcyclohex-1-en-1-yl)-1-methyl-3-phenyl-1H-pyrazol-5-yl]-2-hydroxyacetate), Cl(=O)(=O)(=O)O (perchloric acid). Run in C(C)(=O)OC(C)(C)C (tert-butyl acetate). Conditions: time 80 minute. The product is C(C)(C)(C)OC(C(=O)OC)C1=C(C(=NN1C)C1=CC=CC=C1)C1=CCC(CC1)(C)C (methyl 2-(tert-butoxy)-2-[4-(4,4-dimethylcyclohex-1-en-1-yl)-1-methyl-3-phenyl-1H-pyrazol-5-yl]acetate). Isolated yield 152.6%. As a reaction SMILES: [CH3:1][C:2]1([CH3:26])[CH2:7][CH2:6][C:5]([C:8]2[C:9]([C:20]3[CH:25]=[CH:24][CH:23]=[CH:22][CH:21]=3)=[N:10][N:11]([CH3:19])[C:12]=2[CH:13]([OH:18])[C:14]([O:16][CH3:17])=[O:15])=[CH:4][CH2:3]1.Cl(O)(=O)(=O)=O>C(OC(C)(C)C)(=O)C>[C:2]([O:18][CH:13]([C:12]1[N:11]([CH3:19])[N:10]=[C:9]([C:20]2[CH:21]=[CH:22][CH:23]=[CH:24][CH:25]=2)[C:8]=1[C:5]1[CH2:6][CH2:7][C:2]([CH3:26])([CH3:1])[CH2:3][CH:4]=1)[C:14]([O:16][CH3:17])=[O:15])([CH3:7])([CH3:3])[CH3:1]. Procedure: To a solution of methyl 2-[4-(4,4-dimethylcyclohex-1-en-1-yl)-1-methyl-3-phenyl-1H-pyrazol-5-yl]-2-hydroxyacetate (1e) (135 mg, 0.38 mmol) in tert-butyl acetate (7 mL) at 0° C. was added perchloric acid (0.87 mL). The mixture was stirred for 80 minutes at room temperature before being slowly quenched with a saturated solution of potassium carbonate (20 mL). The layers were separated and the aqueous layer was extracted with ethyl acetate (2×30 mL). The organic layers were dried over sodium sulfat...